describe an organic reaction: reactants, conditions, products, and yield From a dataset of the Open Reaction Database (ORD), a public repository of structured organic reaction records. The reactants are NC1=NC(=NC(=C1C#N)N[C@@H](C)C1=C(C=C2C(=N1)C=CN2C)N2CCOCC2)S(=O)(=O)C ((S)-4-Amino-6-((1-(1-methyl-6-morpholino-1H-pyrrolo[3,2-b]pyridin-5-yl)ethyl)amino)-2-(methylsulfonyl)pyrimidine-5-carbonitrile), [OH-].[Na+] (sodium hydroxide). The solvent is C1CCOC1 (THF). Run at temperature 50 celsius, time 3 hour. Product: NC1=NC(=NC(=C1C#N)N[C@@H](C)C1=C(C=C2C(=N1)C=CN2C)N2CCOCC2)O ((S)-4-Amino-2-hydroxy-6-((1-(1-methyl-6-morpholino-1H-pyrrolo[3,2-b]pyridin-5-yl)ethyl)amino)pyrimidine-5-carbonitrile). The yield is 12.2%. As a reaction SMILES: [NH2:1][C:2]1[C:7]([C:8]#[N:9])=[C:6]([NH:10][C@H:11]([C:13]2[N:18]=[C:17]3[CH:19]=[CH:20][N:21]([CH3:22])[C:16]3=[CH:15][C:14]=2[N:23]2[CH2:28][CH2:27][O:26][CH2:25][CH2:24]2)[CH3:12])[N:5]=[C:4](S(C)(=O)=O)[N:3]=1.[OH-:33].[Na+]>C1COCC1>[NH2:1][C:2]1[C:7]([C:8]#[N:9])=[C:6]([NH:10][C@H:11]([C:13]2[N:18]=[C:17]3[CH:19]=[CH:20][N:21]([CH3:22])[C:16]3=[CH:15][C:14]=2[N:23]2[CH2:28][CH2:27][O:26][CH2:25][CH2:24]2)[CH3:12])[N:5]=[C:4]([OH:33])[N:3]=1 |f:1.2|. Reported procedure: (S)-4-Amino-6-((1-(1-methyl-6-morpholino-1H-pyrrolo[3,2-b]pyridin-5-yl)ethyl)amino)-2-(methylsulfonyl)pyrimidine-5-carbonitrile (66 mg, 0.145 mmol) in THF (2 mL) was combined with sodium hydroxide (0.289 mL, 0.289 mmol) to give a yellow solution, which was heated to 50° C. and stirred for 3 hours. The product was purified by LC/MS using a 5-30% CH3CN gradient in H2O with 0.035% formic acid. The pure fractions were combined and lyophilized to give a formic acid salt of the title compound as a whi... Starting materials: O=C1N(CCC1(C1=CC=CC=C1)C1=CC=CC=C1)CC(=O)O (2-(2-Oxo-3,3-diphenylpyrrolidin-1-yl)acetic acid), N1(CCNCC1)C(=O)OCC1=CC=CC=C1 (benzyl piperazine-1-carboxylate), Cl.CN(CCCN=C=NCC)C (1-(3-Dimethylaminopropyl)-3-ethylcarbodiimide hydrochloride). Reagents/catalysts: CN(C1=CC=NC=C1)C (4-(dimethylamino)pyridine). Solvent: C(Cl)Cl (CH2Cl2). Conditions: time 8 hour. Yields the product O=C1N(CCC1(C1=CC=CC=C1)C1=CC=CC=C1)CC(=O)N1CCN(CC1)C(=O)OCC1=CC=CC=C1 (Benzyl 4-(2-(2-oxo-3,3-diphenylpyrrolidin-1-yl)acetyl)piperazine-1-carboxylate). Reaction SMILES: [O:1]=[C:2]1[C:6]([C:13]2[CH:18]=[CH:17][CH:16]=[CH:15][CH:14]=2)([C:7]2[CH:12]=[CH:11][CH:10]=[CH:9][CH:8]=2)[CH2:5][CH2:4][N:3]1[CH2:19][C:20](O)=[O:21].[N:23]1([C:29]([O:31][CH2:32][C:33]2[CH:38]=[CH:37][CH:36]=[CH:35][CH:34]=2)=[O:30])[CH2:28][CH2:27][NH:26][CH2:25][CH2:24]1.Cl.CN(C)CCCN=C=NCC>C(Cl)Cl.CN(C)C1C=CN=CC=1>[O:1]=[C:2]1[C:6]([C:13]2[CH:14]=[CH:15][CH:16]=[CH:17][CH:18]=2)([C:7]2[CH:12]=[CH:11][CH:10]=[CH:9][CH:8]=2)[CH2:5][CH2:4][N:3]1[CH2:19][C:20]([N:26]1[CH2:27][CH2:28][N:23]([C:29]([O:31][CH2:32][C:33]2[CH:38]=[CH:37][CH:36]=[CH:35][CH:34]=2)=[O:30])[CH2:24][CH2:25]1)=[O:21] |f:2.3|. Procedure details: To a solution of 2-(2-oxo-3,3-diphenylpyrrolidin-1-yl)acetic acid (0.29 g, 1.0 mmol, Example 21C) in CH2Cl2 (15 mL) was added benzyl piperazine-1-carboxylate (0.22 g, 1.0 mmol) under nitrogen. 1-(3-Dimethylaminopropyl)-3-ethylcarbodiimide hydrochloride (0.38 g, 2.0 mmol) and 4-(dimethylamino)pyridine (0.012 g, 0.1 mmol) were added, and the reaction mixture was stirred overnight at room temperature. The organic layer was washed with water and brine, dried over MgSO4, filtered, and concentrated. T... Reactants: ClC=1C(=C(C(=O)O)C=C(C1)OCC=C(Cl)Cl)OCCCOC1=NC=C(C=C1)C(F)(F)F (3-chloro-5-(3,3-dichloroprop-2-enyloxy)-2-[3-(5-trifluoromethylpyrid-2-yloxy)-propyloxy]benzoic acid), C(=O)(N1C=NC=C1)N1C=NC=C1 (carbonyldiimidazole), NCCO (2-amino-ethanol). Run in C1(=CC=CC=C1)C (toluene). Yields the product OCCNC(C1=C(C(=CC(=C1)OCC=C(Cl)Cl)Cl)OCCCOC1=NC=C(C=C1)C(F)(F)F)=O (N-(2-hydroxyethyl)-3-chloro-5-(3,3-dichloroprop-2-enyloxy)-2-[3-(5-trifluoromethylpyrid-2-yloxy)propyloxy]benzamide). As a reaction SMILES: [Cl:1][C:2]1[C:3]([O:17][CH2:18][CH2:19][CH2:20][O:21][C:22]2[CH:27]=[CH:26][C:25]([C:28]([F:31])([F:30])[F:29])=[CH:24][N:23]=2)=[C:4]([CH:8]=[C:9]([O:11][CH2:12][CH:13]=[C:14]([Cl:16])[Cl:15])[CH:10]=1)[C:5](O)=[O:6].C(N1C=CN=C1)(N1C=CN=C1)=O.[NH2:44][CH2:45][CH2:46][OH:47]>C1(C)C=CC=CC=1>[OH:47][CH2:46][CH2:45][NH:44][C:5](=[O:6])[C:4]1[CH:8]=[C:9]([O:11][CH2:12][CH:13]=[C:14]([Cl:16])[Cl:15])[CH:10]=[C:2]([Cl:1])[C:3]=1[O:17][CH2:18][CH2:19][CH2:20][O:21][C:22]1[CH:27]=[CH:26][C:25]([C:28]([F:31])([F:29])[F:30])=[CH:24][N:23]=1. Procedure: 0.2 g of 3-chloro-5-(3,3-dichloroprop-2-enyloxy)-2-[3-(5-trifluoromethylpyrid-2-yloxy)-propyloxy]benzoic acid and 0.065 g of carbonyldiimidazole were allowed to react at room temperature in 4 ml of anhydrous toluene for 1.5 hours. 0.027 g of 2-amino-ethanol was then added, and the mixture was stirred at room temperature for another hour. The reaction mixture was concentrated under reduced pressure and purified by column chromatography. Yield: 0.159 g (73%) Reactants: C(CCC)[Li] (n-butyllithium), CCCCCC (hexane), Cl[Si](CC[Si](C)(C)Cl)(C)C (1,2-bis(chlorodimethylsilyl)ethane), C(CCC)[Li] (n-butyllithium), CCCCCC (hexane), [Na+].[Cl-] (NaCl), BrC=1C=CC(=NC1)N (5-bromopyridin-2-amine). Run in C1CCOC1 (THF). Run at temperature -78 celsius, time 1 hour. Product: BrC=1C=CC(=NC1)N1[Si](CC[Si]1(C)C)(C)C (5-Bromo-2-(2,2,5,5-tetramethyl-[1,2,5]azadisilolidin-1-yl)-pyridine). Yield: 53.7%. As a reaction SMILES: [Br:1][C:2]1[CH:3]=[CH:4][C:5]([NH2:8])=[N:6][CH:7]=1.C([Li])CCC.CCCCCC.Cl[Si:21]([CH3:29])([CH3:28])[CH2:22][CH2:23][Si:24](Cl)([CH3:26])[CH3:25].[Na+].[Cl-]>C1COCC1>[Br:1][C:2]1[CH:3]=[CH:4][C:5]([N:8]2[Si:24]([CH3:26])([CH3:25])[CH2:23][CH2:22][Si:21]2([CH3:29])[CH3:28])=[N:6][CH:7]=1 |f:4.5|. Procedure details: In a 500 mL three-necked flask, 5-bromopyridin-2-amine (5 g, 28.9 mmol) was combined with THF (80 ml) to give a light yellow solution. Cooled to −78° C. and n-butyllithium in hexane (18.2 ml, 29.2 mmol) was added via syringe. The reaction was stirred at −78° C. for 1 hr, then 1,2-bis(chlorodimethylsilyl)ethane (6.22 g, 28.9 mmol) was added dropwise over 15 min. After stirring for 90 min at −78° C., n-butyllithium in hexane (18.2 ml, 29.2 mmol) was added. The reaction was allowed to warm to 25° C... The reactants are O1C(=CC=C1)C(O)C1=CC=CC=C1 (1-furyl-1-phenyl-methanol), aqueous solution, [OH-].[Na+] (sodium hydroxide), BrCCCCC (1-bromopentane). Reagents/catalysts: [I-].C(CCC)[N+](CCCC)(CCCC)CCCC (tetrabutylammonium iodide). Product: COC(C=1OC=CC1)C1=CC=CC=C1 (2-(methoxy, phenylmethyl)furan). Reaction SMILES: [O:1]1[CH:5]=[CH:4][CH:3]=[C:2]1[CH:6]([C:8]1[CH:13]=[CH:12][CH:11]=[CH:10][CH:9]=1)[OH:7].[OH-].[Na+].Br[CH2:17]CCCC>[I-].C([N+](CCCC)(CCCC)CCCC)CCC>[CH3:17][O:7][CH:6]([C:8]1[CH:9]=[CH:10][CH:11]=[CH:12][CH:13]=1)[C:2]1[O:1][CH:5]=[CH:4][CH:3]=1 |f:1.2,4.5|. Reported procedure: 9 grams of the distilled 1-furyl-1-phenyl-methanol (0.052 mole) is charged to a reactor with 0.39 g (2 mole percent) tetrabutylammonium iodide and 10.4 g of a 50 percent aqueous solution of sodium hydroxide added over a 10 minute period with stirring. This is followed by addition of 17.6 g (0.14 mole) 1-bromopentane over a period of 10 minutes and the reaction mixture allowed to stir for 2 hours. The reaction mixture is then extracted with diethyl ether which, after drying over magnesium sulfate... Reactants: C1CCOC1, CCN(C(C)C)C(C)C, Clc1ccnc(Cl)n1, CCc1cc(N)[nH]n1. The product is CCc1cc(Nc2ccnc(Cl)n2)n[nH]1. RXN SMILES: [CH2:26]1[O:27][CH2:28][CH2:29][CH2:30]1.[CH:17]([N:18]([CH2:19][CH3:20])[CH:21]([CH3:22])[CH3:23])([CH3:24])[CH3:25].[Cl:1][c:2]1[n:3][cH:4][cH:5][c:6]([Cl:8])[n:7]1.[NH2:9][c:10]1[cH:11][c:12]([CH2:15][CH3:16])[n:13][nH:14]1>>[Cl:1][c:2]1[n:3][cH:4][cH:5][c:6]([NH:9][c:10]2[cH:11][c:12]([CH2:15][CH3:16])[nH:13][n:14]2)[n:7]1.